Dataset: the Open Reaction Database (ORD), a public repository of structured organic reaction records. Task: describe an organic reaction: reactants, conditions, products, and yield The reactants are BrC=1C=C(C=CC1)N(C(=O)NCCCCC)C (1-(3-bromophenyl)-1-methyl-3-pentylurea), C[Li] (methyllithium), solution, C(C)(C)(C)[Li] (tert-butyllithium), B(OC)(OC)OC (trimethyl borate). Run in O1CCCC1 (tetrahydrofuran), CCCCC (pentane). The product is CN(C(=O)NCCCCC)C=1C=C(C=CC1)B(O)O (3-(1-methyl-3-pentylureido)phenylboronic acid). Isolated yield 39.0%. RXN SMILES: Br[C:2]1[CH:3]=[C:4]([N:8]([CH3:17])[C:9]([NH:11][CH2:12][CH2:13][CH2:14][CH2:15][CH3:16])=[O:10])[CH:5]=[CH:6][CH:7]=1.C[Li].C([Li])(C)(C)C.[B:25](OC)([O:28]C)[O:26]C>O1CCCC1.CCCCC>[CH3:17][N:8]([C:4]1[CH:3]=[C:2]([B:25]([OH:28])[OH:26])[CH:7]=[CH:6][CH:5]=1)[C:9]([NH:11][CH2:12][CH2:13][CH2:14][CH2:15][CH3:16])=[O:10]. Procedure: In a manner similar to that of Example (18a), by reaction of 123 g (0.411 mol, 1 eq) of 1-(3-bromophenyl)-1-methyl-3-pentylurea in 1.23 L of tetrahydrofuran, 150 mL (0.452 mol, 1.1 eq) of methyllithium, 530 mL (0.904 mol, 2.2 eq) of a 1.7 M solution of tert-butyllithium in pentane and 115 mL (0.904 mol, 2.2 eq) of trimethyl borate, and after purification by chromatography on silica gel (50/50 heptane/ethyl acetate) and crystallization from ethyl acetate/heptane, 42.0 g of 3-(1-methyl-3-pentylure... Reactants: CCCN=C=S, ClC(Cl)Cl, NCCCCn1c(-c2ccccc2)nc2c(N)nc3ccccc3c21, c1ccncc1. The product is CCCNC(=S)NCCCCn1c(-c2ccccc2)nc2c(N)nc3ccccc3c21. Reaction SMILES: [CH2:1]([CH2:2][CH3:3])[N:4]=[C:5]=[S:6].[CH:32]([Cl:33])([Cl:34])[Cl:35].[NH2:7][CH2:8][CH2:9][CH2:10][CH2:11][n:12]1[c:13](-[c:26]2[cH:27][cH:28][cH:29][cH:30][cH:31]2)[n:14][c:15]2[c:16]([NH2:25])[n:17][c:18]3[cH:19][cH:20][cH:21][cH:22][c:23]3[c:24]12.[cH:36]1[cH:37][cH:38][n:39][cH:40][cH:41]1>>[CH2:1]([CH2:2][CH3:3])[NH:4][C:5](=[S:6])[NH:7][CH2:8][CH2:9][CH2:10][CH2:11][n:12]1[c:13](-[c:26]2[cH:27][cH:28][cH:29][cH:30][cH:31]2)[n:14][c:15]2[c:16]([NH2:25])[n:17][c:18]3[cH:19][cH:20][cH:21][cH:22][c:23]3[c:24]12. The reactants are [H][H], O=[N+]([O-])c1ccc(N2CCN(CCC(O)COc3ccccc3)CC2)cc1. Yields the product Nc1ccc(N2CCN(CCC(O)COc3ccccc3)CC2)cc1. As a reaction SMILES: [H:28][H:29].[O:1]([c:2]1[cH:3][cH:4][cH:5][cH:6][cH:7]1)[CH2:8][CH:9]([CH2:10][CH2:11][N:12]1[CH2:13][CH2:14][N:15]([c:18]2[cH:19][cH:20][c:21]([N+:24]([O-:25])=[O:26])[cH:22][cH:23]2)[CH2:16][CH2:17]1)[OH:27]>>[O:1]([c:2]1[cH:3][cH:4][cH:5][cH:6][cH:7]1)[CH2:8][CH:9]([CH2:10][CH2:11][N:12]1[CH2:13][CH2:14][N:15]([c:18]2[cH:19][cH:20][c:21]([NH2:24])[cH:22][cH:23]2)[CH2:16][CH2:17]1)[OH:27].